This data is from the Open Reaction Database (ORD), a public repository of structured organic reaction records. The task is: describe an organic reaction: reactants, conditions, products, and yield The reactants are C[Al](C)C (Trimethylaluminum), N1CCCC1 (Pyrrolidine), COC(CN1C(C2=C(CC1)C(=NN2C2=CC=C(C=C2)OC)C(F)(F)F)=O)=O ([1-(4-Methoxy-phenyl)-7-oxo-3-trifluoromethyl-1,4,5,7-tetrahydro-pyrazolo[3,4-c]pyridin-6-yl]-acetic acid methyl ester). Run in C(Cl)Cl (methylene chloride). Run at temperature 0 celsius, time 8 hour. The product is COC1=CC=C(C=C1)N1N=C(C2=C1C(N(CC2)CC(N2CCCC2)=O)=O)C(F)(F)F (1-(4-Methoxy-phenyl)-6-(2-oxo-2-pyrrolidin-1-yl-ethyl)-3-trifluoromethyl-1,4,5,6-tetrahydro-pyrazolo[3,4-c]pyridin-7-one). As a reaction SMILES: [NH:1]1[CH2:5][CH2:4][CH2:3][CH2:2]1.C[Al](C)C.C[O:11][C:12](=O)[CH2:13][N:14]1[CH2:19][CH2:18][C:17]2[C:20]([C:31]([F:34])([F:33])[F:32])=[N:21][N:22]([C:23]3[CH:28]=[CH:27][C:26]([O:29][CH3:30])=[CH:25][CH:24]=3)[C:16]=2[C:15]1=[O:35]>C(Cl)Cl>[CH3:30][O:29][C:26]1[CH:27]=[CH:28][C:23]([N:22]2[C:16]3[C:15](=[O:35])[N:14]([CH2:13][C:12](=[O:11])[N:1]4[CH2:5][CH2:4][CH2:3][CH2:2]4)[CH2:19][CH2:18][C:17]=3[C:20]([C:31]([F:34])([F:32])[F:33])=[N:21]2)=[CH:24][CH:25]=1. Procedure details: Part A: Pyrrolidine (0.152 mL, 1.826 mmol) was dissolved in methylene chloride (6 mL) and cooled to 0° C. 2M Trimethylaluminum (0.652 mL, 1.304 mmol) was added to the reaction and stirred for 30 min at 0° C. [1-(4-Methoxy-phenyl)-7-oxo-3-trifluoromethyl-1,4,5,7-tetrahydro-pyrazolo[3,4-c]pyridin-6-yl]-acetic acid methyl ester (0.100 g, 0.261 mmol) was added and the reaction was stirred overnight at rt. The reaction was quenched with water (100 mL), extracted into methylene chloride (3×50 mL), was... The product is CC(C)(C)OC(=O)CC(CCCC1CCCCC1)c1nc(C(=O)N2CCCC2)no1. RXN SMILES: [C:1]([CH3:2])([CH3:3])([CH3:4])[O:5][C:6]([CH2:7][CH:8]([CH2:9][CH2:10][CH2:11][CH:12]1[CH2:13][CH2:14][CH2:15][CH2:16][CH2:17]1)[c:18]1[n:19][c:20]([C:23]([O:25][CH2:24][CH3:26])=[O:27])[n:21][o:22]1)=[O:28].[CH2:29]1[CH2:30][CH2:31][NH:32][CH2:33]1.[CH3:34][CH2:35][OH:36]>>[C:1]([CH3:2])([CH3:3])([CH3:4])[O:5][C:6]([CH2:7][CH:8]([CH2:9][CH2:10][CH2:11][CH:12]1[CH2:13][CH2:14][CH2:15][CH2:16][CH2:17]1)[c:18]1[n:19][c:20]([C:23](=[O:25])[N:32]2[CH2:31][CH2:30][CH2:29][CH2:33]2)[n:21][o:22]1)=[O:28]. Reactants: CCOC(=O)c1noc(C(CCCC2CCCCC2)CC(=O)OC(C)(C)C)n1, C1CCNC1, CCO. Reaction SMILES: [CH3:1][C:2]([C:3]([CH2:4][n:5]1[c:6](=[O:36])[n:7]([CH2:17][c:18]2[cH:19][cH:20][c:21](-[c:24]3[c:25](-[c:30]4[n:31][o:32][c:33](=[O:35])[nH:34]4)[cH:26][cH:27][cH:28][cH:29]3)[cH:22][cH:23]2)[c:8]2[c:9]([c:10]1=[O:11])[cH:12][c:13]([CH2:15][CH3:16])[s:14]2)=[O:37])([CH3:38])[CH3:39].[CH3:52][CH2:53][O:54][C:55](=[O:56])[CH3:57].[CH3:58][CH2:59][OH:60].[ClH:40].[ClH:50].[NH2:41][O:42][CH3:43].[OH2:51].[cH:44]1[cH:45][cH:46][n:47][cH:48][cH:49]1>>[CH3:1][C:2]([C:3]([CH2:4][n:5]1[c:6](=[O:36])[n:7]([CH2:17][c:18]2[cH:19][cH:20][c:21](-[c:24]3[c:25](-[c:30]4[n:31][o:32][c:33](=[O:35])[nH:34]4)[cH:26][cH:27][cH:28][cH:29]3)[cH:22][cH:23]2)[c:8]2[c:9]([c:10]1=[O:11])[cH:12][c:13]([CH2:15][CH3:16])[s:14]2)=[N:41][O:42][CH3:43])([CH3:38])[CH3:39]. The reactants are CCc1cc2c(=O)n(CC(=O)C(C)(C)C)c(=O)n(Cc3ccc(-c4ccccc4-c4noc(=O)[nH]4)cc3)c2s1, CCOC(C)=O, CCO, Cl, Cl, CON, O, c1ccncc1. The product is CCc1cc2c(=O)n(CC(=NOC)C(C)(C)C)c(=O)n(Cc3ccc(-c4ccccc4-c4noc(=O)[nH]4)cc3)c2s1. Starting materials: CCC=CCCO, CCCCCCC(=O)CCC(=O)O, Cc1ccc(S(=O)(=O)O)cc1. Product: CCC=CCCOC(=O)CCC(=O)CCCCCC. RXN SMILES: [CH2:14]([CH2:15][CH:16]=[CH:17][CH2:18][CH3:19])[OH:20].[O:1]=[C:2]([CH2:3][CH2:4][C:5](=[O:6])[OH:7])[CH2:8][CH2:9][CH2:10][CH2:11][CH2:12][CH3:13].[c:21]1([CH3:22])[cH:23][cH:24][c:25]([S:26]([OH:27])(=[O:28])=[O:29])[cH:30][cH:31]1>>[O:1]=[C:2]([CH2:3][CH2:4][C:5]([O:6][CH2:14][CH2:15][CH:16]=[CH:17][CH2:18][CH3:19])=[O:7])[CH2:8][CH2:9][CH2:10][CH2:11][CH2:12][CH3:13]. The reactants are FC(C1=C(CN2CC3CC(CC(C2)C3)CO)C=CC(=C1)C(F)(F)F)(F)F ({3-[2,4-bis(trifluoromethyl)benzyl]-3-azabicyclo[3.3.1]non-7-yl}methanol), C(C(=O)Cl)(=O)Cl (oxalyl chloride), CSC (dimethyl sulfide), [OH-].[Na+] (sodium hydroxide). Run in C1CCOC1 (THF), C(C)N(CC)CC (triethylamine), C1CCOC1 (THF). Run at temperature -78 celsius, time 20 minute. The product is FC(C1=C(CN2CC3CC(CC(C2)C3)C=O)C=CC(=C1)C(F)(F)F)(F)F (3-[2,4-bis(trifluoromethyl)benzyl]-3-azabicyclo[3.3.1]nonane-7-carbaldehyde). The yield is 5.1%. As a reaction SMILES: C(Cl)(=O)C(Cl)=O.CSC.[F:10][C:11]([F:35])([F:34])[C:12]1[CH:29]=[C:28]([C:30]([F:33])([F:32])[F:31])[CH:27]=[CH:26][C:13]=1[CH2:14][N:15]1[CH2:22][CH:21]2[CH2:23][CH:17]([CH2:18][CH:19]([CH2:24][OH:25])[CH2:20]2)[CH2:16]1.[OH-].[Na+]>C1COCC1.C(N(CC)CC)C>[F:35][C:11]([F:10])([F:34])[C:12]1[CH:29]=[C:28]([C:30]([F:33])([F:32])[F:31])[CH:27]=[CH:26][C:13]=1[CH2:14][N:15]1[CH2:16][CH:17]2[CH2:23][CH:21]([CH2:20][CH:19]([CH:24]=[O:25])[CH2:18]2)[CH2:22]1 |f:3.4|. Reported procedure: A solution of oxalyl chloride (1.19 mL) in THF (34.7 mL) was cooled to −78° C., and dimethyl sulfide (1.48 mL) was added dropwise. The reaction mixture was stirred at −78° C. for 20 min, and a solution of {3-[2,4-bis(trifluoromethyl)benzyl]-3-azabicyclo[3.3.1]non-7-yl}methanol (2.65 g) in THF (20 mL) was added dropwise. The mixture was warmed to 0° C., stirred for 30 min, cooled again to −78° C., and triethylamine (4.84 mL) was added. The reaction mixture was stirred at room temperature for 1 hr... Reactants: O (water), ClC=1C=CC=C2CC(C(C12)=O)C (7-Chloro-2-methyl-1-indanone), O (water), FC(C1=CC=C(C=C1)B(O)O)(F)F (4-trifluoromethylphenylboronic acid), C([O-])([O-])=O.[Na+].[Na+] (sodium carbonate). Reagents/catalysts: C(C)(=O)[O-].[Pd+2].C(C)(=O)[O-] (palladium acetate). Run in C(CO)O (ethylene glycol). Run at temperature 125 celsius, time 2 hour. Yields the product CC1C(C2=C(C=CC=C2C1)C1=CC=C(C=C1)C(F)(F)F)=O (2-methyl-7-(4-trifluoromethylphenyl)-1-indanone). Isolated yield 93.9%. RXN SMILES: Cl[C:2]1[CH:3]=[CH:4][CH:5]=[C:6]2[C:10]=1[C:9](=[O:11])[CH:8]([CH3:12])[CH2:7]2.[F:13][C:14]([F:25])([F:24])[C:15]1[CH:20]=[CH:19][C:18](B(O)O)=[CH:17][CH:16]=1.C(=O)([O-])[O-].[Na+].[Na+].O>C(O)CO.C([O-])(=O)C.[Pd+2].C([O-])(=O)C>[CH3:12][CH:8]1[CH2:7][C:6]2[C:10](=[C:2]([C:18]3[CH:19]=[CH:20][C:15]([C:14]([F:25])([F:24])[F:13])=[CH:16][CH:17]=3)[CH:3]=[CH:4][CH:5]=2)[C:9]1=[O:11] |f:2.3.4,7.8.9|. Procedure: Using a method similar to Example 16 d), 6.28 g (0.035 mol) of (1), 7.6 g (0.040 mol) of 4-trifluoromethylphenylboronic acid and 8.16 g (77.3 mmol) of sodium carbonate were placed in 160 ml of ethylene glycol/17 ml of water in the reaction vessel, the mixture was degassed a number of times and saturated with argon. After addition of 57 mg (0.283 mmol) of palladium acetate and 0.47 g (0.848 mmol) of TMSPP, the reaction mixture was stirred for 2 hours at 125° C. After addition of 170 ml of water, ... The reactants are S(=O)(Cl)Cl (Thionyl chloride), S(=O)(Cl)Cl (thionyl chloride), ClC=1C=C2C(=CN(C2=CC1)CC#N)S(=O)C ((5-chloro-3-methanesulfinyl-indol-1-yl)-acetonitrile), C([O-])(O)=O.[Na+] (sodium bicarbonate). Run in C(Cl)Cl (methylene chloride), C(Cl)Cl (methylene chloride). Product: ClC=1N(C2=CC=C(C=C2C1SC)Cl)CC#N ((2,5-dichloro-3-methylsulfanyl-indol-1-yl)-acetonitrile). Yield: 71.7%. Reaction SMILES: [Cl:1][C:2]1[CH:3]=[C:4]2[C:8](=[CH:9][CH:10]=1)[N:7]([CH2:11][C:12]#[N:13])[CH:6]=[C:5]2[S:14]([CH3:16])=O.C(=O)(O)[O-].[Na+].S(Cl)([Cl:24])=O>C(Cl)Cl>[Cl:24][C:6]1[N:7]([CH2:11][C:12]#[N:13])[C:8]2[C:4]([C:5]=1[S:14][CH3:16])=[CH:3][C:2]([Cl:1])=[CH:10][CH:9]=2 |f:1.2|. Reported procedure: Following a procedure similar to that reported by Greenhouse et al., J. Org. Chem. 53 (1988) 2634, a solution of (5-chloro-3-methanesulfinyl-indol-1-yl)-acetonitrile (0.851 g, 3.38 mmole) in methylene chloride (85 ml) was cooled to 0° C. and solid sodium bicarbonate (3.66 g) was added. Thionyl chloride (0.422 g, 3.55 mmole) was dissolved in methylene chloride and added dropwise over a 45 minute period. Upon termination of addition, the reaction mixture was stirred an additional 15 m. Tlc analysi... Reactants: [BH4-], CO, [Ca+2], [Cl-], [Cl-], [Na+], CCOC(=O)C1CCN(c2ccc3cc(-c4ccccc4C(F)(F)F)[nH]c(=O)c3c2)C1=O. The product is O=C1C(CO)CCN1c1ccc2cc(-c3ccccc3C(F)(F)F)[nH]c(=O)c2c1. Reaction SMILES: [BH4-:33].[CH3:38][OH:39].[Ca+2:37].[Cl-:35].[Cl-:36].[Na+:34].[O:1]=[C:2]1[N:3]([c:12]2[cH:13][cH:14][c:15]3[cH:16][c:17](-[c:23]4[c:24]([C:29]([F:30])([F:31])[F:32])[cH:25][cH:26][cH:27][cH:28]4)[nH:18][c:19](=[O:22])[c:20]3[cH:21]2)[CH2:4][CH2:5][CH:6]1[C:7](=[O:8])[O:9][CH2:10][CH3:11]>>[O:1]=[C:2]1[N:3]([c:12]2[cH:13][cH:14][c:15]3[cH:16][c:17](-[c:23]4[c:24]([C:29]([F:30])([F:31])[F:32])[cH:25][cH:26][cH:27][cH:28]4)[nH:18][c:19](=[O:22])[c:20]3[cH:21]2)[CH2:4][CH2:5][CH:6]1[CH2:7][OH:8]. The reactants are N[C@@H](CC(=O)O)C1=CC(=CC=C1)[N+](=O)[O-] ((S)-3-Amino-3-(3-nitrophenyl)propanoic acid), Cl (HCl), N[C@@H](CC(=O)O)C1=CC(=CC=C1)[N+](=O)[O-] ((S)-3-amino-3-(3-nitrophenyl)propanoic acid), S(=O)(Cl)Cl (thionyl chloride), C(C)O (ethanol). Run in O1CCOCC1 (dioxane). Conditions: temperature -10 celsius, time 20 minute. Yields the product Cl.N[C@@H](CC(=O)OCC)C1=CC(=CC=C1)[N+](=O)[O-] ((S)-ethyl 3-amino-3-(3-nitrophenyl)propanoate hydrochloride salt). Isolated yield 92.0%. RXN SMILES: [NH2:1][C@H:2]([C:7]1[CH:12]=[CH:11][CH:10]=[C:9]([N+:13]([O-:15])=[O:14])[CH:8]=1)[CH2:3][C:4]([OH:6])=[O:5].S(Cl)([Cl:18])=O.[CH2:20](O)[CH3:21].Cl>O1CCOCC1>[ClH:18].[NH2:1][C@H:2]([C:7]1[CH:12]=[CH:11][CH:10]=[C:9]([N+:13]([O-:15])=[O:14])[CH:8]=1)[CH2:3][C:4]([O:6][CH2:20][CH3:21])=[O:5] |f:5.6|. Procedure: (S)-3-Amino-3-(3-nitrophenyl)propanoic acid (500 mg, 2.4 mmol) was dissolved in 2.0HCl in dioxane (2 mL) and concentrated in vacuo. In a separate flask thionyl chloride (0.21 mL, 2.8 mmol) was added to ethanol at −10° C. The ethanolic solution was stirred for 20 min at −10° C. then added to the HCl salt of (S)-3-amino-3-(3-nitrophenyl)propanoic acid. The resulting solution was stirred at ambient temperature for 1 h and at 40° C. for 3 h. The reaction mixture was concentrated in vacuo to yield 34...